Dataset: the Open Reaction Database (ORD), a public repository of structured organic reaction records. Task: describe an organic reaction: reactants, conditions, products, and yield Starting materials: CC(=O)O[BH-](OC(C)=O)OC(C)=O, O=C([O-])O, CCOC(CN)OCC, CCOC(C)=O, CC(=O)O, O=Cc1ccccc1, CC(Cl)Cl, [Na+], [Na+]. Product: CCOC(CNCc1ccccc1)OCC. RXN SMILES: [C:18]([O:19][BH-:20]([O:21][C:22](=[O:23])[CH3:24])[O:25][C:26](=[O:27])[CH3:28])(=[O:29])[CH3:30].[C:32](=[O:33])([OH:34])[O-:35].[CH2:9]([CH3:10])[O:11][CH:12]([CH2:13][NH2:14])[O:15][CH2:16][CH3:17].[CH3:41][CH2:42][O:43][C:44](=[O:45])[CH3:46].[CH3:47][C:48](=[O:49])[OH:50].[CH:1](=[O:2])[c:3]1[cH:4][cH:5][cH:6][cH:7][cH:8]1.[Cl:37][CH:38]([Cl:39])[CH3:40].[Na+:31].[Na+:36]>>[CH2:1]([c:3]1[cH:4][cH:5][cH:6][cH:7][cH:8]1)[NH:14][CH2:13][CH:12]([O:11][CH2:9][CH3:10])[O:15][CH2:16][CH3:17]. Starting materials: CO, COC(=O)C1CCCN1Cc1ccc(CCC#Cc2ccc(-c3ccc(Cl)cc3)cn2)cc1, [Na+], [OH-]. Yields the product O=C(O)C1CCCN1Cc1ccc(CCC#Cc2ccc(-c3ccc(Cl)cc3)cn2)cc1. As a reaction SMILES: [CH3:36][OH:37].[Cl:3][c:4]1[cH:5][cH:6][c:7](-[c:10]2[cH:11][cH:12][c:13]([C:16]#[C:17][CH2:18][CH2:19][c:20]3[cH:21][cH:22][c:23]([CH2:24][N:25]4[CH:26]([C:30](=[O:31])[O:32][CH3:33])[CH2:27][CH2:28][CH2:29]4)[cH:34][cH:35]3)[n:14][cH:15]2)[cH:8][cH:9]1.[Na+:2].[OH-:1]>>[Cl:3][c:4]1[cH:5][cH:6][c:7](-[c:10]2[cH:11][cH:12][c:13]([C:16]#[C:17][CH2:18][CH2:19][c:20]3[cH:21][cH:22][c:23]([CH2:24][N:25]4[CH:26]([C:30](=[O:31])[OH:32])[CH2:27][CH2:28][CH2:29]4)[cH:34][cH:35]3)[n:14][cH:15]2)[cH:8][cH:9]1. Product: C(#Cc1ccccc1)C1=NOC2(CCNC2)C1. The reactants are ClC(Cl)Cl, CC(C)(C)OC(=O)N1CCC2(CC(C#Cc3ccccc3)=NO2)C1, C(#Cc1ccccc1)C1=NOC2(CCNCC2)C1. Reaction SMILES: [CH:43]([Cl:44])([Cl:45])[Cl:46].[c:19]1([C:20]#[C:21][C:22]2=[N:37][O:36][C:24]3([CH2:23]2)[CH2:25][CH2:26][N:27]([C:28]([O:29][C:30]([CH3:31])([CH3:32])[CH3:33])=[O:34])[CH2:35]3)[cH:38][cH:39][cH:40][cH:41][cH:42]1.[c:1]1([C:7]#[C:8][C:9]2=[N:10][O:11][C:12]3([CH2:13]2)[CH2:14][CH2:15][NH:16][CH2:17][CH2:18]3)[cH:2][cH:3][cH:4][cH:5][cH:6]1>>[c:1]1([C:7]#[C:8][C:9]2=[N:10][O:11][C:12]3([CH2:13]2)[CH2:15][NH:16][CH2:17][CH2:18]3)[cH:2][cH:3][cH:4][cH:5][cH:6]1. Reactants: N[C@H](CNC=1SC(=C(N1)C)C(=O)OCC)C ((S)-ethyl 2-(2-aminopropylamino)-4-methylthiazole-5-carboxylate), N[C@@H](CNC=1SC(=C(N1)C)C(=O)OCC)C ((R)-ethyl 2-(2-aminopropylamino)-4-methylthiazole-5-carboxylate). The product is CC=1N=C(SC1C(=O)OCC)N1C(N[C@@H](C1)C)=O ((R)-ethyl 4-methyl-2-(4-methyl-2-oxoimidazolidin-1-yl)thiazole-5-carboxylate), solid. The yield is 74.0%. RXN SMILES: [NH2:1][C@@H:2]([CH3:16])[CH2:3][NH:4][C:5]1[S:6][C:7]([C:11]([O:13][CH2:14][CH3:15])=[O:12])=[C:8]([CH3:10])[N:9]=1.N[C@H](C)CNC1SC([C:27](OCC)=[O:28])=C(C)N=1>>[CH3:10][C:8]1[N:9]=[C:5]([N:4]2[CH2:3][C@@H:2]([CH3:16])[NH:1][C:27]2=[O:28])[S:6][C:7]=1[C:11]([O:13][CH2:14][CH3:15])=[O:12]. Procedure details: Following the procedure as described in Preparation 4, making variations as required to replace (S)-ethyl 2-(2-aminopropylamino)-4-methylthiazole-5-carboxylate with (R)-ethyl 2-(2-aminopropylamino)-4-methylthiazole-5-carboxylate, the title compound was obtained as a colorless solid (74%): MS (ES+) m/z 269.7 (M+1). Reactants: C1CCNC1, CC#N, O=[N+]([O-])c1ccccc1-c1nc2cc(CCl)cnc2s1, [K+], [K+], O=C([O-])[O-], O. Yields the product O=[N+]([O-])c1ccccc1-c1nc2cc(CN3CCCC3)cnc2s1. As a reaction SMILES: [CH2:1]1[CH2:2][CH2:3][NH:4][CH2:5]1.[CH3:33][C:34]#[N:35].[Cl:12][CH2:13][c:14]1[cH:15][c:16]2[c:17]([n:18][cH:19]1)[s:20][c:21](-[c:23]1[c:24]([N+:29](=[O:30])[O-:31])[cH:25][cH:26][cH:27][cH:28]1)[n:22]2.[K+:6].[K+:7].[O-:8][C:9]([O-:10])=[O:11].[OH2:32]>>[CH2:1]1[CH2:2][CH2:3][N:4]([CH2:13][c:14]2[cH:15][c:16]3[c:17]([n:18][cH:19]2)[s:20][c:21](-[c:23]2[c:24]([N+:29](=[O:30])[O-:31])[cH:25][cH:26][cH:27][cH:28]2)[n:22]3)[CH2:5]1. Starting materials: [Li]CCCC, CN(C)CCN(C)C, COc1ccccc1C=O, [Cl-], COCOc1ccccc1Cl, [NH4+], C1CCOC1. The product is COCOc1c(Cl)cccc1C(O)c1ccccc1OC. RXN SMILES: [CH2:1]([Li:2])[CH2:3][CH2:4][CH3:5].[CH3:6][N:7]([CH3:8])[CH2:9][CH2:10][N:11]([CH3:12])[CH3:13].[CH:25]([c:26]1[c:27]([O:32][CH3:33])[cH:28][cH:29][cH:30][cH:31]1)=[O:34].[Cl-:35].[Cl:14][c:15]1[c:16]([O:21][CH2:22][O:23][CH3:24])[cH:17][cH:18][cH:19][cH:20]1.[NH4+:36].[O:37]1[CH2:38][CH2:39][CH2:40][CH2:41]1>>[Cl:14][c:15]1[c:16]([O:21][CH2:22][O:23][CH3:24])[c:17]([CH:25]([c:26]2[c:27]([O:32][CH3:33])[cH:28][cH:29][cH:30][cH:31]2)[OH:34])[cH:18][cH:19][cH:20]1. The product is CCOc1cccc(OC2=CC(=O)N(C(CC(C)C)C(=O)O)C2)c1F. Starting materials: CCOc1cccc(OC2=CC(=O)N(C(CC(C)C)C(=O)OC)C2)c1F, [Li+], C1CCOC1, [OH-], O. Reaction SMILES: [CH3:1][O:2][C:3]([CH:4]([CH2:5][CH:6]([CH3:7])[CH3:8])[N:9]1[C:10](=[O:25])[CH:11]=[C:12]([O:14][c:15]2[c:16]([F:24])[c:17]([O:21][CH2:22][CH3:23])[cH:18][cH:19][cH:20]2)[CH2:13]1)=[O:26].[Li+:29].[O:30]1[CH2:31][CH2:32][CH2:33][CH2:34]1.[OH-:28].[OH2:27]>>[O:2]=[C:3]([CH:4]([CH2:5][CH:6]([CH3:7])[CH3:8])[N:9]1[C:10](=[O:25])[CH:11]=[C:12]([O:14][c:15]2[c:16]([F:24])[c:17]([O:21][CH2:22][CH3:23])[cH:18][cH:19][cH:20]2)[CH2:13]1)[OH:26]. Starting materials: COC(=O)CCC(C(=O)N1[C@H](C(=O)O)CCC1)C (1-(4-Methoxycarbonyl-2-methylbutanoyl)-L-proline), COC(=O)CC(C(=O)N1[C@H](C(=O)O)CCC1)C (1-(3-methoxycarbonyl-2-methylpropanoyl)-L-proline). The product is COC(=O)CCC(C(=O)N1[C@H](C(=O)N)CCC1)C (1-(4-methoxycarbonyl-2-methylbutanoyl)-L-prolineamide). As a reaction SMILES: [CH3:1][O:2][C:3]([CH2:5][CH2:6][CH:7]([CH3:18])[C:8]([N:10]1[CH2:17][CH2:16][CH2:15][C@H:11]1[C:12](O)=[O:13])=[O:9])=[O:4].COC(CC(C)C([N:27]1CCC[C@H]1C(O)=O)=O)=O>>[CH3:1][O:2][C:3]([CH2:5][CH2:6][CH:7]([CH3:18])[C:8]([N:10]1[CH2:17][CH2:16][CH2:15][C@H:11]1[C:12]([NH2:27])=[O:13])=[O:9])=[O:4]. Procedure: By substituting the 1-(4-methoxycarbonyl-2-methylbutanoyl)-L-proline of Example 24 for the 1-(3-methoxycarbonyl-2-methylpropanoyl)-L-proline in the procedure of Example 50, 1-(4-methoxycarbonyl-2-methylbutanoyl)-L-prolineamide is obtained. The reactants are ClC=1C=C(C=CC1)O (3-chlorophenol), BrC[C@@H](CCl)C ((2R)-1-bromo-3-chloro-2-methylpropane). Yields the product ClC1=CC(=CC=C1)OC[C@@H](CCl)C (1-CHLORO-3-{[(2S)-3-CHLORO-2-METHYLPROPYL]OXY}BENZENE). RXN SMILES: [Cl:1][C:2]1[CH:3]=[C:4]([OH:8])[CH:5]=[CH:6][CH:7]=1.Br[CH2:10][C@H:11]([CH3:14])[CH2:12][Cl:13]>>[Cl:1][C:2]1[CH:7]=[CH:6][CH:5]=[C:4]([O:8][CH2:10][C@H:11]([CH3:14])[CH2:12][Cl:13])[CH:3]=1. Reported procedure: Prepared by Procedure U and Scheme AK using 3-chlorophenol and (2R)-1-bromo-3-chloro-2-methylpropane.